This data is from the Open Reaction Database (ORD), a public repository of structured organic reaction records. The task is: describe an organic reaction: reactants, conditions, products, and yield As a reaction SMILES: [CH3:1][c:2]1[c:3]([O:4][CH2:5][CH2:6][CH2:7][C:8]([C:9](=[O:10])[NH:11][c:12]2[cH:13][c:14]([N+:18]([O-:19])=[O:20])[cH:15][cH:16][cH:17]2)([CH3:21])[CH3:22])[cH:23][c:24]([CH3:27])[cH:25][cH:26]1.[CH3:30][OH:31].[H:28][H:29]>>[CH3:1][c:2]1[c:3]([O:4][CH2:5][CH2:6][CH2:7][C:8]([C:9](=[O:10])[NH:11][c:12]2[cH:13][c:14]([NH2:18])[cH:15][cH:16][cH:17]2)([CH3:21])[CH3:22])[cH:23][c:24]([CH3:27])[cH:25][cH:26]1. Reactants: Cc1ccc(C)c(OCCCC(C)(C)C(=O)Nc2cccc([N+](=O)[O-])c2)c1, CO, [H][H]. Product: Cc1ccc(C)c(OCCCC(C)(C)C(=O)Nc2cccc(N)c2)c1. The reactants are Brc1ccccc1, Cc1ccccc1, OB(O)c1ccc(Cl)cc1, [K+], [K+], [K+], O=P([O-])([O-])[O-]. Yields the product Clc1ccc(-c2ccccc2)cc1. RXN SMILES: [Br:1][c:2]1[cH:3][cH:4][cH:5][cH:6][cH:7]1.[CH3:26][c:27]1[cH:28][cH:29][cH:30][cH:31][cH:32]1.[Cl:8][c:9]1[cH:10][cH:11][c:12]([B:15]([OH:16])[OH:17])[cH:13][cH:14]1.[K+:23].[K+:24].[K+:25].[P:18]([O-:19])([O-:20])([O-:21])=[O:22]>>[c:2]1(-[c:12]2[cH:11][cH:10][c:9]([Cl:8])[cH:14][cH:13]2)[cH:3][cH:4][cH:5][cH:6][cH:7]1. Starting materials: FC(=C1[C@]2(C)[C@@H](C=C1)[C@@H]1CCC=3C=C(C=CC3[C@H]1CC2)OC)F (17-difluoromethylene-3-methoxy-estra-1,3,5(10),15-tetraene), [H-].C(C(C)C)[Al+]CC(C)C (diisobutylaluminum hydride), S(O)(O)(=O)=O (sulfuric acid), ice. Solvent: C1(=CC=CC=C1)C (toluene), C1(=CC=CC=C1)C (toluene). Run at time 1 hour. The product is FC(=C1[C@]2(C)[C@@H](C=C1)[C@@H]1CCC=3C=C(C=CC3[C@H]1CC2)O)F (17-difluoromethylene-estra-1,3,5(10),15-tetraen-3-ol). Isolated yield 59.7%. RXN SMILES: [F:1][C:2]([F:23])=[C:3]1[CH:8]=[CH:7][C@H:6]2[C@H:9]3[C@H:18]([CH2:19][CH2:20][C@:4]12[CH3:5])[C:17]1[CH:16]=[CH:15][C:14]([O:21]C)=[CH:13][C:12]=1[CH2:11][CH2:10]3.[H-].C([Al+]CC(C)C)C(C)C.S(=O)(=O)(O)O>C1(C)C=CC=CC=1>[F:1][C:2]([F:23])=[C:3]1[CH:8]=[CH:7][C@H:6]2[C@H:9]3[C@H:18]([CH2:19][CH2:20][C@:4]12[CH3:5])[C:17]1[CH:16]=[CH:15][C:14]([OH:21])=[CH:13][C:12]=1[CH2:11][CH2:10]3 |f:1.2|. Procedure details: A solution of 2.4 g of 17-difluoromethylene-3-methoxy-estra-1,3,5(10),15-tetraene in 49 ml of toluene is refluxed with 49 ml of a 1.6 M diisobutylaluminum hydride solution in toluene for 1 hour at a bath temperature of 140° C. Then, it is cooled to room temperature, slowly added to 200 g of ice, mixed with 400 ml of 2 N sulfuric acid, stirred for 1 hour at room temperature, extracted three times with ethyl acetate, the organic phases are washed with water as well as saturated sodium chloride sol... The reactants are c1ccc(C2CO2)cc1, CNCCc1ccn(S(=O)(=O)c2ccccc2)c1, CC#N. The product is CN(CCc1ccn(S(=O)(=O)c2ccccc2)c1)CC(O)c1ccccc1. As a reaction SMILES: [CH2:19]1[O:20][CH:21]1[c:22]1[cH:23][cH:24][cH:25][cH:26][cH:27]1.[CH3:1][NH:2][CH2:3][CH2:4][c:5]1[cH:6][n:7]([S:10](=[O:11])(=[O:12])[c:13]2[cH:14][cH:15][cH:16][cH:17][cH:18]2)[cH:8][cH:9]1.[CH3:28][C:29]#[N:30]>>[CH3:1][N:2]([CH2:3][CH2:4][c:5]1[cH:6][n:7]([S:10](=[O:11])(=[O:12])[c:13]2[cH:14][cH:15][cH:16][cH:17][cH:18]2)[cH:8][cH:9]1)[CH2:19][CH:21]([OH:20])[c:22]1[cH:23][cH:24][cH:25][cH:26][cH:27]1.